Dataset: the Open Reaction Database (ORD), a public repository of structured organic reaction records. Task: describe an organic reaction: reactants, conditions, products, and yield Starting materials: CO, CNC(=O)c1ccncc1[N+](=O)[O-], [H][H]. The product is CNC(=O)c1ccncc1N. RXN SMILES: [CH3:16][OH:17].[CH3:1][NH:2][C:3]([c:4]1[c:5]([N+:10]([O-:11])=[O:12])[cH:6][n:7][cH:8][cH:9]1)=[O:13].[H:14][H:15]>>[CH3:1][NH:2][C:3]([c:4]1[c:5]([NH2:10])[cH:6][n:7][cH:8][cH:9]1)=[O:13]. Reactants: CS(=O)(=O)Cl, COc1cc(C(=O)N(C)c2ccc(C)cc2OCCCCCC(=O)N2CCN(C)CC2)ccc1NC(=O)c1cccc2[nH]c(N)nc12, c1ccncc1. Product: COc1cc(C(=O)N(C)c2ccc(C)cc2OCCCCCC(=O)N2CCN(C)CC2)ccc1NC(=O)c1cccc2[nH]c(NS(C)(=O)=O)nc12. RXN SMILES: [CH3:48][S:49]([Cl:50])(=[O:51])=[O:52].[NH2:1][c:2]1[n:3][c:4]2[c:5]([nH:6]1)[cH:7][cH:8][cH:9][c:10]2[C:11](=[O:12])[NH:13][c:14]1[c:15]([O:46][CH3:47])[cH:16][c:17]([C:18](=[O:19])[N:20]([c:21]2[c:22]([O:28][CH2:29][CH2:30][CH2:31][CH2:32][CH2:33][C:34](=[O:35])[N:36]3[CH2:37][CH2:38][N:39]([CH3:42])[CH2:40][CH2:41]3)[cH:23][c:24]([CH3:27])[cH:25][cH:26]2)[CH3:43])[cH:44][cH:45]1.[cH:53]1[cH:54][cH:55][n:56][cH:57][cH:58]1>>[NH:1]([c:2]1[n:3][c:4]2[c:5]([nH:6]1)[cH:7][cH:8][cH:9][c:10]2[C:11](=[O:12])[NH:13][c:14]1[c:15]([O:46][CH3:47])[cH:16][c:17]([C:18](=[O:19])[N:20]([c:21]2[c:22]([O:28][CH2:29][CH2:30][CH2:31][CH2:32][CH2:33][C:34](=[O:35])[N:36]3[CH2:37][CH2:38][N:39]([CH3:42])[CH2:40][CH2:41]3)[cH:23][c:24]([CH3:27])[cH:25][cH:26]2)[CH3:43])[cH:44][cH:45]1)[S:49]([CH3:48])(=[O:51])=[O:52]. Reactants: ClC1=C2C(=NC(=N1)Cl)N(N=C2CC)C2=CC=CC=C2 (4,6-dichloro-3-ethyl-1-phenyl-1H-pyrazolo[3,4-d]pyrimidine), N.[Na+].[Cl-] (NH3 NaCl). The reagents and catalysts are [Zn] (Zn). Run in ClCCl (dichloromethane). Reaction conditions: temperature 60 celsius, time 8 hour. The product is ClC1=NC=C2C(=N1)N(N=C2CC)C2=CC=CC=C2 (6-chloro-3-ethyl-1-phenyl-1H-pyrazolo[3,4-d]pyrimidine). RXN SMILES: Cl[C:2]1[N:7]=[C:6]([Cl:8])[N:5]=[C:4]2[N:9]([C:14]3[CH:19]=[CH:18][CH:17]=[CH:16][CH:15]=3)[N:10]=[C:11]([CH2:12][CH3:13])[C:3]=12.N.[Na+].[Cl-]>ClCCl.[Zn]>[Cl:8][C:6]1[N:5]=[C:4]2[N:9]([C:14]3[CH:19]=[CH:18][CH:17]=[CH:16][CH:15]=3)[N:10]=[C:11]([CH2:12][CH3:13])[C:3]2=[CH:2][N:7]=1 |f:1.2.3|. Reported procedure: Into a 100-mL 3-necked round-bottom flask, was placed a solution of 4,6-dichloro-3-ethyl-1-phenyl-1H-pyrazolo[3,4-d]pyrimidine (300 mg, 1.03 mmol, 1.00 equiv) in dichloromethane (10 mL) at room temperature. To the resulting mixture was then added Zn (400 mg, 6.15 mmol, 6.00 equiv), in portions at room temperature, followed by NH3/NaCl (10 mL), in portions at room temperature. The resulting solution was stirred overnight at 60° C. The solids were filtered out. The resulting solution was extracted... The reactants are C(C)(C)(C)OC(NC1=C(C=C(C=C1)F)N)=O ((2-amino-4-fluoro-phenyl)-carbamic acid tert-butyl ester), C(C)(C)(C)OC(CC(C1=CC(=CC=C1)C1=CC=NC=C1)=O)=O (3-oxo-3-(3-pyridin-4-yl-phenyl)-propionic acid tert-butyl ester). Product: C(C)(C)(C)OC(NC1=C(C=C(C=C1)F)NC(CC(C1=CC(=CC=C1)C1=CC=NC=C1)=O)=O)=O ({4-Fluoro-2-[3-oxo-3-(3-pyridin-4-yl-phenyl)-propionylamino]-phenyl}-carbamic acid tert-butyl ester), solid. Reaction SMILES: [C:1]([O:5][C:6](=[O:16])[NH:7][C:8]1[CH:13]=[CH:12][C:11]([F:14])=[CH:10][C:9]=1[NH2:15])([CH3:4])([CH3:3])[CH3:2].C([O:21][C:22](=O)[CH2:23][C:24](=[O:37])[C:25]1[CH:30]=[CH:29][CH:28]=[C:27]([C:31]2[CH:36]=[CH:35][N:34]=[CH:33][CH:32]=2)[CH:26]=1)(C)(C)C>>[C:1]([O:5][C:6](=[O:16])[NH:7][C:8]1[CH:13]=[CH:12][C:11]([F:14])=[CH:10][C:9]=1[NH:15][C:22](=[O:21])[CH2:23][C:24](=[O:37])[C:25]1[CH:30]=[CH:29][CH:28]=[C:27]([C:31]2[CH:32]=[CH:33][N:34]=[CH:35][CH:36]=2)[CH:26]=1)([CH3:4])([CH3:2])[CH3:3]. Reported procedure: The title compound was prepared from (2-amino-4-fluoro-phenyl)-carbamic acid tert-butyl ester (Example J2) (170 mg, 0.75 mmol) and 3-oxo-3-(3-pyridin-4-yl-phenyl)-propionic acid tert-butyl ester (Example K2) (223 mg, 0.75 mmol) according to the general procedure M. Obtained as an off-white solid (251 mg). Reactants: CC(C)(C)[O-], Cc1ccccc1, CN(C)c1ccccc1-c1ccccc1P(C1CCCCC1)C1CCCCC1, O=C(c1cccc(Cl)c1)c1cnc2c(Cl)cccc2c1, CC(C)(C)OC(=O)N1CCNCC1, [Na+], O=C(C=Cc1ccccc1)C=Cc1ccccc1, O=C(C=Cc1ccccc1)C=Cc1ccccc1, O=C(C=Cc1ccccc1)C=Cc1ccccc1, [Pd], [Pd]. Yields the product CC(C)(C)OC(=O)N1CCN(c2cccc3cc(C(=O)c4cccc(Cl)c4)cnc23)CC1. As a reaction SMILES: [CH3:62][C:63]([CH3:64])([O-:65])[CH3:66].[CH3:68][c:69]1[cH:70][cH:71][cH:72][cH:73][cH:74]1.[CH:34]1([P:35]([CH:36]2[CH2:37][CH2:38][CH2:39][CH2:40][CH2:41]2)[c:42]2[cH:43][cH:44][cH:45][cH:46][c:47]2-[c:48]2[cH:49][cH:50][cH:51][cH:52][c:53]2[N:54]([CH3:55])[CH3:56])[CH2:57][CH2:58][CH2:59][CH2:60][CH2:61]1.[Cl:1][c:2]1[cH:3][c:4]([C:8](=[O:9])[c:10]2[cH:11][n:12][c:13]3[c:14]([Cl:20])[cH:15][cH:16][cH:17][c:18]3[cH:19]2)[cH:5][cH:6][cH:7]1.[N:21]1([C:27](=[O:28])[O:29][C:30]([CH3:31])([CH3:32])[CH3:33])[CH2:22][CH2:23][NH:24][CH2:25][CH2:26]1.[Na+:67].[O:113]=[C:114]([CH:115]=[CH:116][c:117]1[cH:118][cH:119][cH:120][cH:121][cH:122]1)[CH:123]=[CH:124][c:125]1[cH:126][cH:127][cH:128][cH:129][cH:130]1.[O:77]=[C:78]([CH:79]=[CH:80][c:81]1[cH:82][cH:83][cH:84][cH:85][cH:86]1)[CH:87]=[CH:88][c:89]1[cH:90][cH:91][cH:92][cH:93][cH:94]1.[O:95]=[C:96]([CH:97]=[CH:98][c:99]1[cH:100][cH:101][cH:102][cH:103][cH:104]1)[CH:105]=[CH:106][c:107]1[cH:108][cH:109][cH:110][cH:111][cH:112]1.[Pd:75].[Pd:76]>>[Cl:1][c:2]1[cH:3][c:4]([C:8](=[O:9])[c:10]2[cH:11][n:12][c:13]3[c:14]([N:24]4[CH2:23][CH2:22][N:21]([C:27](=[O:28])[O:29][C:30]([CH3:31])([CH3:32])[CH3:33])[CH2:26][CH2:25]4)[cH:15][cH:16][cH:17][c:18]3[cH:19]2)[cH:5][cH:6][cH:7]1.